Task: describe an organic reaction: reactants, conditions, products, and yield. Dataset: the Open Reaction Database (ORD), a public repository of structured organic reaction records Starting materials: C(=O)(N1C=NC=C1)N1C=NC=C1 (1,1'-carbonyldiimidazole), C(Cl)Cl (CH2Cl2), C(C)N(CCCN)CC (3-diethylaminopropylamine), N[C@]12CC[C@@H]([C@@]1(C)CC[C@@H]1[C@]3(CC[C@@H](C[C@H]3CC[C@@H]21)O)C)C(=O)OC ((3β,5β,14β,17β)-14-Amino-3-hydroxyandrostane-17-carboxylic Acid, Methyl Ester). Reaction conditions: time 2 day. Product: Cl (HCl), Cl.Cl.N[C@]12CC[C@@H]([C@@]1(C)CC[C@@H]1[C@]3(CC[C@@H](C[C@H]3CC[C@@H]21)OC(=O)NCCCN(CC)CC)C)C(=O)OC ((3β,5β,14β,17β)-14-Amino-3-[[[[3-(diethylamino)propyl]amino]carbonyl]oxy]androstane-17-carboxylic Acid, Methyl Ester Dihydrochloride). RXN SMILES: [NH2:1][C@@:2]12[C@H:19]3[C@@H:10]([C@:11]4([CH3:21])[C@H:16]([CH2:17][CH2:18]3)[CH2:15][C@@H:14]([OH:20])[CH2:13][CH2:12]4)[CH2:9][CH2:8][C@:6]1([CH3:7])[C@@H:5]([C:22]([O:24][CH3:25])=[O:23])[CH2:4][CH2:3]2.[C:26](N1C=CN=C1)(N1C=CN=C1)=[O:27].[CH2:38]([N:40]([CH2:45][CH3:46])[CH2:41][CH2:42][CH2:43][NH2:44])[CH3:39].C(Cl)[Cl:48]>>[ClH:48].[ClH:48].[ClH:48].[NH2:1][C@@:2]12[C@H:19]3[C@@H:10]([C@:11]4([CH3:21])[C@H:16]([CH2:17][CH2:18]3)[CH2:15][C@@H:14]([O:20][C:26]([NH:44][CH2:43][CH2:42][CH2:41][N:40]([CH2:45][CH3:46])[CH2:38][CH3:39])=[O:27])[CH2:13][CH2:12]4)[CH2:9][CH2:8][C@:6]1([CH3:7])[C@@H:5]([C:22]([O:24][CH3:25])=[O:23])[CH2:4][CH2:3]2 |f:5.6.7|. Reported procedure: To a solution of 1.4 g (0.004 mole) of (3β,5β,14β,17β)-14-Amino-3-hydroxyandrostane-17-carboxylic Acid, Methyl Ester, prepared according to the procedure described in U.S. Pat. No. 4,885,280, incorporated by reference herein, in 50 ml of CH2Cl2 under N2 at room temperature, is added 0.72 g (0.0044 mole) of 1,1'-carbonyldiimidazole. After 2 days of stirring under room temperature, 2.6 g (0.02 mole) of 3-diethylaminopropylamine is added. The solution is allowed to stir at ambient temperature and i... The reactants are O=Cc1cc(Br)ccc1O, O=C([O-])[O-], CN(C)C(=S)Cl, CC(C)=O, [K+], [K+], O. RXN SMILES: [Br:1][c:2]1[cH:3][cH:4][c:5]([OH:10])[c:6]([CH:7]=[O:8])[cH:9]1.[C:11](=[O:12])([O-:13])[O-:14].[CH3:17][N:18]([C:19](=[S:20])[Cl:21])[CH3:22].[CH3:24][C:25](=[O:26])[CH3:27].[K+:15].[K+:16].[OH2:23]>>[Br:1][c:2]1[cH:3][cH:4][c:5]([O:10][C:19]([N:18]([CH3:17])[CH3:22])=[S:20])[c:6]([CH:7]=[O:8])[cH:9]1. Product: CN(C)C(=S)Oc1ccc(Br)cc1C=O. Starting materials: C1CCOC1, COCCO[Al+]OCCOC, CCOC(C)=O, COc1cc(C#N)c(F)cc1-n1cnc(C)c1, [H-], [H-], [Na+], [Na+], [OH-], O. The product is COc1cc(C=O)c(F)cc1-n1cnc(C)c1. As a reaction SMILES: [CH2:35]1[O:36][CH2:37][CH2:38][CH2:39]1.[CH3:2][O:3][CH2:4][CH2:5][O:6][Al+:7][O:8][CH2:9][CH2:10][O:11][CH3:12].[CH3:40][CH2:41][O:42][C:43](=[O:44])[CH3:45].[F:15][c:16]1[c:17]([C:18]#[N:19])[cH:20][c:21]([O:30][CH3:31])[c:22](-[n:24]2[cH:25][n:26][c:27]([CH3:29])[cH:28]2)[cH:23]1.[H-:14].[H-:1].[Na+:13].[Na+:34].[OH-:33].[OH2:32]>>[O:3]=[CH:18][c:17]1[c:16]([F:15])[cH:23][c:22](-[n:24]2[cH:25][n:26][c:27]([CH3:29])[cH:28]2)[c:21]([O:30][CH3:31])[cH:20]1. The reactants are CO (methanol), NC1=C(C=C(C(=C1)Cl)C)O (2-amino-4-chloro-5-methylphenol), C(C)(=O)OC(C)=O (acetic anhydride). Solvent: O (water). Run at time 30 minute. Product: ClC=1C(=CC(=C(C1)NC(C)=O)O)C (N-(5-chloro-2-hydroxy-4-methylphenyl)acetamide). Isolated yield 70.3%. As a reaction SMILES: CO.[NH2:3][C:4]1[CH:9]=[C:8]([Cl:10])[C:7]([CH3:11])=[CH:6][C:5]=1[OH:12].[C:13](OC(=O)C)(=[O:15])[CH3:14]>O>[Cl:10][C:8]1[C:7]([CH3:11])=[CH:6][C:5]([OH:12])=[C:4]([NH:3][C:13](=[O:15])[CH3:14])[CH:9]=1. Procedure: To 30 ml of methanol, there were added 1.0 g (6.4 mmol) of 2-amino-4-chloro-5-methylphenol and 0.71 g (7.0 mmol) of acetic anhydride and stirred at room temperature for 30 minutes. To this solution, there was added 60 ml of water. The crystals thus precipitated were filtered and recrystallized from methanol. Thus 0.89 g (4.5 mmol) of N-(5-chloro-2-hydroxy-4-methylphenyl)acetamide was obtained as pale brown crystals. The yield was 70%. Product: ClC1=CC=C(C=C1)C=1C=C(C=NC1OC1CCC1)NC(=O)C=1N=COC1C (5-Methyl-oxazole-4-carboxylic acid[5-(4-chloro-phenyl)-6-cyclobutoxy-pyridin-3-yl]-amide). The reactants are ClC1=CC=C(C=C1)C=1C=C(C=NC1OC1CCC1)N (5-(4-chloro-phenyl)-6-cyclobutoxy-pyridin-3-ylamine), CC1=C(N=CO1)C(=O)O (5-methyl-4-oxazolecarboxylic acid). RXN SMILES: [Cl:1][C:2]1[CH:7]=[CH:6][C:5]([C:8]2[CH:9]=[C:10]([NH2:19])[CH:11]=[N:12][C:13]=2[O:14][CH:15]2[CH2:18][CH2:17][CH2:16]2)=[CH:4][CH:3]=1.[CH3:20][C:21]1[O:25][CH:24]=[N:23][C:22]=1[C:26](O)=[O:27]>>[Cl:1][C:2]1[CH:7]=[CH:6][C:5]([C:8]2[CH:9]=[C:10]([NH:19][C:26]([C:22]3[N:23]=[CH:24][O:25][C:21]=3[CH3:20])=[O:27])[CH:11]=[N:12][C:13]=2[O:14][CH:15]2[CH2:18][CH2:17][CH2:16]2)=[CH:4][CH:3]=1. Procedure details: The title compound was synthesized in analogy to Example 42 g, using 5-(4-chloro-phenyl)-6-cyclobutoxy-pyridin-3-ylamine (example 78 d) and 5-methyl-4-oxazolecarboxylic acid (CAN 103879-58-9) as starting materials; LC-MS (UV peak area/ESI) 100%, 384.1102 (M+H)+. Starting materials: ClC1=C2C=NNC2=C(C(=C1)C(C)=O)C1=CC(=CC=C1)F (1-[4-chloro-7-(3-fluorophenyl)-1H-indazol-6-yl]ethanone), C(C)(=O)[O-].[NH4+] (ammonium acetate), C(#N)[BH3-].[Na+] (sodium cyanoborohydride). Run in CO (methanol), C(C)#N (acetonitrile). Conditions: temperature 65 celsius. Yields the product ClC1=C2C=NNC2=C(C(=C1)C(C)N)C1=CC(=CC=C1)F (1-[4-chloro-7-(3-fluorophenyl)-1H-indazol-6-yl]ethanamine). Isolated yield 99.9%. RXN SMILES: [Cl:1][C:2]1[CH:10]=[C:9]([C:11](=O)[CH3:12])[C:8]([C:14]2[CH:19]=[CH:18][CH:17]=[C:16]([F:20])[CH:15]=2)=[C:7]2[C:3]=1[CH:4]=[N:5][NH:6]2.C([O-])(=O)C.[NH4+].C([BH3-])#[N:27].[Na+]>CO.C(#N)C>[Cl:1][C:2]1[CH:10]=[C:9]([CH:11]([NH2:27])[CH3:12])[C:8]([C:14]2[CH:19]=[CH:18][CH:17]=[C:16]([F:20])[CH:15]=2)=[C:7]2[C:3]=1[CH:4]=[N:5][NH:6]2 |f:1.2,3.4|. Procedure details: A mixture of 1-[4-chloro-7-(3-fluorophenyl)-1H-indazol-6-yl]ethanone (2.365 g, 8.192 mmol), ammonium acetate (6.31 g, 81.9 mmol) and sodium cyanoborohydride (1.03 g, 16.4 mmol) in methanol (30 mL) and acetonitrile (30 mL) was heated at 65° C. overnight, in a sealed tube. The mixture was then cooled to room temperature and quenched with sat. sodium bicarbonate and then extracted with dichloromethane. The combined extracts were dried over magnesium sulfate and evaporated to dryness to give the cru... Starting materials: COC(C(C)(C)C1=CC=C(C=C1)C=1OC=CC1)=O (2-(4-(furan-2-yl)-phenyl)-2-methyl-propionic acid methyl ester), [OH-].[Na+] (NaOH), Cl (hydrochloric acid). The solvent is CCOCC (ether), CO.C1CCOC1 (MeOH THF). Reaction conditions: temperature 65 celsius, time 1 hour. Product: O1C(=CC=C1)C1=CC=C(C=C1)C(C(=O)O)(C)C (2-(4-(furan-2-yl)-phenyl)-2-methyl-propionic Acid). The yield is 94.3%. RXN SMILES: C[O:2][C:3](=[O:18])[C:4]([C:7]1[CH:12]=[CH:11][C:10]([C:13]2[O:14][CH:15]=[CH:16][CH:17]=2)=[CH:9][CH:8]=1)([CH3:6])[CH3:5].[OH-].[Na+].Cl>CO.C1COCC1.CCOCC>[O:14]1[CH:15]=[CH:16][CH:17]=[C:13]1[C:10]1[CH:11]=[CH:12][C:7]([C:4]([CH3:6])([CH3:5])[C:3]([OH:18])=[O:2])=[CH:8][CH:9]=1 |f:1.2,4.5|. Procedure: To a solution of 2-(4-(furan-2-yl)-phenyl)-2-methyl-propionic acid methyl ester (2.0 g, 8.2 mmol) (reference example 30a) in MeOH/THF (20 mL, 1/1) is added NaOH (2 mL, 6M). The resulting solution is stirred for 1 hour then heated to 65° C. and stirred at this temperature for 2 hours. The reaction mixture is then cooled and acidified (to pH 1) with hydrochloric acid (2 M). The resulting mixture is diluted with ether, washed with water and brine, dried over MgSO4 and concentrated to give 1.78 g of...